Task: describe an organic reaction: reactants, conditions, products, and yield. Dataset: the Open Reaction Database (ORD), a public repository of structured organic reaction records Starting materials: C(CCCCCCC)C1CC2=CC=C(C=C2C1)C1=NC=C(C=N1)O (2-octyl-5-(5-hydroxypyrimidine-2-yl)indan), ice water, [OH-].[K+] (KOH), C1(=CC=C(C=C1)S(=O)(=O)OCC(CCCCCC)F)C (2-fluorooctyl p-toluenesulfonate). Solvent: C(CCC)O (butanol). The product is C(CCCCCCC)C1CC2=CC=C(C=C2C1)C1=NC=C(C=N1)OCC(CCCCCC)F (2-octyl-5-[5-(2-fluorooctyloxy)pyrimidine-2-yl]indan). The yield is 63.6%. RXN SMILES: [CH2:1]([CH:9]1[CH2:17][C:16]2[C:11](=[CH:12][CH:13]=[C:14]([C:18]3[N:23]=[CH:22][C:21]([OH:24])=[CH:20][N:19]=3)[CH:15]=2)[CH2:10]1)[CH2:2][CH2:3][CH2:4][CH2:5][CH2:6][CH2:7][CH3:8].[OH-].[K+].C1(C)C=CC(S(O[CH2:37][CH:38]([F:45])[CH2:39][CH2:40][CH2:41][CH2:42][CH2:43][CH3:44])(=O)=O)=CC=1>C(O)CCC>[CH2:1]([CH:9]1[CH2:17][C:16]2[C:11](=[CH:12][CH:13]=[C:14]([C:18]3[N:23]=[CH:22][C:21]([O:24][CH2:37][CH:38]([F:45])[CH2:39][CH2:40][CH2:41][CH2:42][CH2:43][CH3:44])=[CH:20][N:19]=3)[CH:15]=2)[CH2:10]1)[CH2:2][CH2:3][CH2:4][CH2:5][CH2:6][CH2:7][CH3:8] |f:1.2|. Procedure details: 1.0 g (3.01 mM) of 2-octyl-5-(5-hydroxypyrimidine-2-yl)indan, 0.24 g (3.6 mM) of 85%-KOH, 0.91 g (3.01 mM) of 2-fluorooctyl p-toluenesulfonate and 20 ml of butanol was placed in a 50 ml-round bottomed flask and heat-refluxed for 7 hours under stirring. After the reaction, the reaction mixture was poured into ice water and the insoluble matter was recovered by filtration, followed by washing with methanol. The resultant insoluble matter was purified by silica gel column chromatography (eluent: to... Reactants: C(C)OC(CC(=O)C=CC1=C(C=CC=C1)C)=O (2-methylbenzylideneacetoacetic acid ethyl ester), C(=O)(OCC)C=C1NCCC1 (carbethoxymethylidenepyrrolidine). The solvent is C(C)O (ethanol). Yields the product C(C)OC(=O)C1=C(N2CCCC2=C(C1C1=C(C=CC=C1)C)C(=O)OCC)C (5-methyl-7-(2-methylphenyl)-1,2,3,7-tetrahydroindolizine-6,8-dicarboxylic acid diethyl ester), alcohol. The yield is 62.0%. As a reaction SMILES: C(O[C:4](=O)[CH2:5][C:6]([CH:8]=[CH:9][C:10]1[CH:15]=[CH:14][CH:13]=[CH:12][C:11]=1[CH3:16])=O)C.[C:18]([CH:23]=[C:24]1[CH2:28]C[CH2:26][NH:25]1)([O:20][CH2:21][CH3:22])=[O:19]>C(O)C>[CH2:21]([O:20][C:18]([C:23]1[CH:9]([C:10]2[CH:15]=[CH:14][CH:13]=[CH:12][C:11]=2[CH3:16])[C:8]([C:18]([O:20][CH2:21][CH3:22])=[O:19])=[C:6]2[N:25]([CH2:26][CH2:4][CH2:5]2)[C:24]=1[CH3:28])=[O:19])[CH3:22]. Procedure details: Upon boiling a solution of 7.7 g of 2-methylbenzylideneacetoacetic acid ethyl ester and 5.6 g of carbethoxymethylidenepyrrolidine in 50 ml of ethanol for 8 hours, 5-methyl-7-(2-methylphenyl)-1,2,3,7-tetrahydroindolizine-6,8-dicarboxylic acid diethyl ester of melting point 148° (alcohol) is obtained. Starting materials: OC1(OC=C(C1=O)C1=CC=C(C=C1)C(=O)O)C1=CC=CC=C1 (2-hydroxy-2-pheny-4-(4-carboxyphenyl)-3(2H)-furanone), CO (methanol). Reaction conditions: time 17 hour. Product: COC1(OC=C(C1=O)C1=CC=C(C=C1)C(=O)O)C1=CC=CC=C1 (2-methoxy-2-phenyl-4-(4-caboxyphenyl)-3(2H)-furanone). Isolated yield 91.6%. As a reaction SMILES: [OH:1][C:2]1([C:17]2[CH:22]=[CH:21][CH:20]=[CH:19][CH:18]=2)[C:6](=[O:7])[C:5]([C:8]2[CH:13]=[CH:12][C:11]([C:14]([OH:16])=[O:15])=[CH:10][CH:9]=2)=[CH:4][O:3]1.[CH3:23]O>>[CH3:23][O:1][C:2]1([C:17]2[CH:18]=[CH:19][CH:20]=[CH:21][CH:22]=2)[C:6](=[O:7])[C:5]([C:8]2[CH:9]=[CH:10][C:11]([C:14]([OH:16])=[O:15])=[CH:12][CH:13]=2)=[CH:4][O:3]1. Procedure: A solution of 1.50 g of 2-hydroxy-2-pheny-4-(4-carboxyphenyl)-3(2H)-furanone in 100 ml of methanol was heated under reflux with stirring for 17 hrs. THe reaction mixture was concentrated to a volume of 20 ml, seeded with the product and the precipitate was collected after standing at 0° C. for 3 days. The precipitate was collected, washed with cold methanol and ether and dried at 0° C. for 4 hrs. to give 1.42 g (91.6%) of 2-methoxy-2-phenyl-4-(4-caboxyphenyl)-3(2H)-furanone as colorless crystals... Reactants: CSc1nc2ccc(Br)cc2o1, CC(=O)O, CC(=O)O, CNc1ccc(O)cc1. The product is CN(c1ccc(O)cc1)c1nc2ccc(Br)cc2o1. RXN SMILES: [Br:14][c:15]1[cH:16][c:17]2[c:18]([n:19][c:20]([S:22][CH3:23])[o:21]2)[cH:24][cH:25]1.[C:1]([OH:2])(=[O:3])[CH3:4].[CH3:26][C:27](=[O:28])[OH:29].[CH3:5][NH:6][c:7]1[cH:8][cH:9][c:10]([OH:13])[cH:11][cH:12]1>>[CH3:5][N:6]([c:7]1[cH:8][cH:9][c:10]([OH:13])[cH:11][cH:12]1)[c:20]1[n:19][c:18]2[c:17]([cH:16][c:15]([Br:14])[cH:25][cH:24]2)[o:21]1. Starting materials: C1COCCN1, C1CCOC1, CCN(C(C)C)C(C)C, O=C(O)c1ccc(S(=O)(=O)Cl)cc1, O. Product: O=C(O)c1ccc(S(=O)(=O)N2CCOCC2)cc1. Reaction SMILES: [CH2:10]1[CH2:11][O:12][CH2:13][CH2:14][NH:15]1.[CH2:30]1[O:31][CH2:32][CH2:33][CH2:34]1.[CH:1]([N:2]([CH:3]([CH3:4])[CH3:5])[CH2:6][CH3:7])([CH3:8])[CH3:9].[Cl:16][S:17](=[O:18])(=[O:19])[c:20]1[cH:21][cH:22][c:23]([C:24](=[O:25])[OH:26])[cH:27][cH:28]1.[OH2:29]>>[CH2:10]1[CH2:11][O:12][CH2:13][CH2:14][N:15]1[S:17](=[O:18])(=[O:19])[c:20]1[cH:21][cH:22][c:23]([C:24](=[O:25])[OH:26])[cH:27][cH:28]1. Starting materials: CCO, N#Cc1cnc2ccc([N+](=O)[O-])cc2c1Cl, Nc1ccc(F)c(F)c1. Yields the product N#Cc1cnc2ccc([N+](=O)[O-])cc2c1Nc1ccc(F)c(F)c1. Reaction SMILES: [CH3:26][CH2:27][OH:28].[Cl:1][c:2]1[c:3]([C:15]#[N:16])[cH:4][n:5][c:6]2[cH:7][cH:8][c:9]([N+:12](=[O:13])[O-:14])[cH:10][c:11]12.[F:17][c:18]1[cH:19][c:20]([NH2:21])[cH:22][cH:23][c:24]1[F:25]>>[c:2]1([NH:21][c:20]2[cH:19][c:18]([F:17])[c:24]([F:25])[cH:23][cH:22]2)[c:3]([C:15]#[N:16])[cH:4][n:5][c:6]2[cH:7][cH:8][c:9]([N+:12](=[O:13])[O-:14])[cH:10][c:11]12.